From a dataset of the Open Reaction Database (ORD), a public repository of structured organic reaction records. describe an organic reaction: reactants, conditions, products, and yield Starting materials: ClC1=NC(=CC(=N1)OC)OC (2-chloro-4,6-dimethoxypyrimidine), ice, [N+](=O)([O-])C=1C=NN(C1)CCO (2-(4-nitro-1H-pyrazol-1-yl)ethanol), [H-].[Na+] (NaH). The solvent is C1CCOC1 (THF). Conditions: temperature 0 celsius, time 5 minute. Yields the product COC1=NC(=NC(=C1)OC)OCCN1N=CC(=C1)[N+](=O)[O-] (4,6-dimethoxy-2-(2-(4-nitro-1H-pyrazol-1-yl)ethoxy)pyrimidine). As a reaction SMILES: [N+:1]([C:4]1[CH:5]=[N:6][N:7]([CH2:9][CH2:10][OH:11])[CH:8]=1)([O-:3])=[O:2].[H-].[Na+].Cl[C:15]1[N:20]=[C:19]([O:21][CH3:22])[CH:18]=[C:17]([O:23][CH3:24])[N:16]=1>C1COCC1>[CH3:24][O:23][C:17]1[CH:18]=[C:19]([O:21][CH3:22])[N:20]=[C:15]([O:11][CH2:10][CH2:9][N:7]2[CH:8]=[C:4]([N+:1]([O-:3])=[O:2])[CH:5]=[N:6]2)[N:16]=1 |f:1.2|. Procedure: To an ice-cooled solution of 2-(4-nitro-1H-pyrazol-1-yl)ethanol (1.90 g, 12.02 mmol) in THF (60 mL), NaH (673 mg, 16.82 mmol, 60%) was added and the solution was stirred for 5 min at 0° C., then the ice bath was removed and the reaction mixture was stirred at rt for 30 min, before 2-chloro-4,6-dimethoxypyrimidine (2.31 g, 13.22 mmol) was added. After 40 min at rt, the reaction mixture was quenched with water and the org. solvent was removed in vacuo. The aq. layer was extracted with DCM (1×), th... Reactants: O=C([O-])[O-], CI, [K+], [K+], O=[N+]([O-])c1ccc2c(c1)NCCC2, CN(C)C=O. Product: CN1CCCc2ccc([N+](=O)[O-])cc21. Reaction SMILES: [C:14](=[O:15])([O-:16])[O-:17].[I:20][CH3:21].[K+:18].[K+:19].[N+:1](=[O:2])([O-:3])[c:4]1[cH:5][cH:6][c:7]2[c:12]([cH:13]1)[NH:11][CH2:10][CH2:9][CH2:8]2.[O:22]=[CH:23][N:24]([CH3:25])[CH3:26]>>[N+:1](=[O:2])([O-:3])[c:4]1[cH:5][cH:6][c:7]2[c:12]([cH:13]1)[N:11]([CH3:14])[CH2:10][CH2:9][CH2:8]2. Starting materials: C(=O)C(CCCC)NC([C@@H](NC(=O)OCC1=CC=CC=C1)CC(C)C)=O (N-benzyloxycarbonyl-L-leucine-(1-formyl)pentylamide), [Cl-].O[NH3+] (hydroxyammonium chloride), N1=CC=CC=C1 (pyridine). Solvent: C(C)O (ethanol). The product is ON=CN(C([C@@H](NC(=O)OCC1=CC=CC=C1)CC(C)C)=O)CCCCC (N-Benzyloxycarbonyl-L-leucine-(1-hydroxyiminomethyl)pentylamide). Reaction SMILES: C([CH:3]([NH:8][C:9](=[O:26])[C@H:10]([CH2:22][CH:23]([CH3:25])[CH3:24])[NH:11][C:12]([O:14][CH2:15][C:16]1[CH:21]=[CH:20][CH:19]=[CH:18][CH:17]=1)=[O:13])[CH2:4][CH2:5][CH2:6][CH3:7])=O.[Cl-].[OH:28][NH3+].[N:30]1[CH:35]=CC=CC=1>C(O)C>[OH:28][N:30]=[CH:35][N:8]([CH2:3][CH2:4][CH2:5][CH2:6][CH3:7])[C:9](=[O:26])[C@H:10]([CH2:22][CH:23]([CH3:24])[CH3:25])[NH:11][C:12]([O:14][CH2:15][C:16]1[CH:17]=[CH:18][CH:19]=[CH:20][CH:21]=1)=[O:13] |f:1.2|. Procedure: In 15 ml of ethanol was dissolved 1.0 g of N-benzyloxycarbonyl-L-leucine-(1-formyl)pentylamide obtained in the same manner as in Example 4-(b), and 210 mg of hydroxyammonium chloride and 5 ml of pyridine were added thereto. The mixture was allowed to react at room temperature for 24 hours. After completion of the reaction, the solvent was removed by distillation under reduced pressure, and the residue was purified by medium-pressure column chromatography on silica gel to obtain 830 mg of the tit... Starting materials: Cl.ClCCOC=1C=CC2=CC3=CC=C(C=C3N=C2C1)OCCCl (3,6-bis(2-chloroethoxy)acridine hydrochloride), C(O)CN (ethanolamine). Yields the product OCCNCCOC=1C=CC2=CC3=CC=C(C=C3N=C2C1)OCCNCCO (3,6-bis[2-(2-hydroxyethylamino)ethoxy]acridine). RXN SMILES: Cl.Cl[CH2:3][CH2:4][O:5][C:6]1[CH:7]=[CH:8][C:9]2[C:18]([CH:19]=1)=[N:17][C:16]1[C:11](=[CH:12][CH:13]=[C:14]([O:20][CH2:21][CH2:22]Cl)[CH:15]=1)[CH:10]=2.[CH2:24]([CH2:26][NH2:27])[OH:25]>>[OH:25][CH2:24][CH2:26][NH:27][CH2:3][CH2:4][O:5][C:6]1[CH:7]=[CH:8][C:9]2[C:18]([CH:19]=1)=[N:17][C:16]1[C:11](=[CH:12][CH:13]=[C:14]([O:20][CH2:21][CH2:22][NH:27][CH2:26][CH2:24][OH:25])[CH:15]=1)[CH:10]=2 |f:0.1|. Procedure: The compound is prepared from 3,6-bis(2-chloroethoxy)acridine hydrochloride and ethanolamine as described in Example 15, giving 0.7 g. of the desired product as yellow crystals, m.p. 125°-127° C.